Dataset: the Open Reaction Database (ORD), a public repository of structured organic reaction records. Task: describe an organic reaction: reactants, conditions, products, and yield As a reaction SMILES: [C:1]([O:5][C:6]([NH:8][C@H:9]([CH2:18][OH:19])[CH2:10][C:11]1[CH:16]=[CH:15][CH:14]=[CH:13][C:12]=1[F:17])=[O:7])([CH3:4])([CH3:3])[CH3:2].[C:20](N1C=CN=C1)([N:22]1C=CN=C1)=[O:21].N.O>C1COCC1>[C:20]([O:19][CH2:18][C@H:9]([CH2:10][C:11]1[CH:16]=[CH:15][CH:14]=[CH:13][C:12]=1[F:17])[NH:8][C:6]([O:5][C:1]([CH3:3])([CH3:4])[CH3:2])=[O:7])(=[O:21])[NH2:22]. Procedure: In a 250 mL flask equipped with magnetic stirrer, N-(t-butyloxycarbonyl)-o-fluorophenylalaninol (0.096 mole, 2.15 g) was dissolved in 200 ml of THF and was added with 1,1'-carbonyl diimidazole (0.010 mol, 1.62 g) at 0° C. The reaction mixture was stirred at room temperature for 2 hours, followed by the injection of ammonia at 0° C. for 30 min. Following elevating to room temperature, water was added to terminate the reaction. The organic layer was extracted 3 times with dichloromethane, dried ov... Conditions: time 2 hour. Yields the product C(N)(=O)OC[C@@H](NC(=O)OC(C)(C)C)CC1=C(C=CC=C1)F (O-carbamoyl-N-(t-butyloxycarbonyl)-o-fluorophenylalaninol). Reactants: O (water), C(C)(C)(C)OC(=O)N[C@@H](CC1=C(C=CC=C1)F)CO (N-(t-butyloxycarbonyl)-o-fluorophenylalaninol), N (ammonia), C(=O)(N1C=NC=C1)N1C=NC=C1 (1,1'-carbonyl diimidazole). Isolated yield 61.8%. Run in C1CCOC1 (THF). RXN SMILES: [NH2:1][C@:2]1([C:21](OC)=[O:22])[CH2:6][CH2:5][C@@H:4]([C:7]2[CH:12]=[CH:11][C:10]([CH2:13][CH2:14][CH2:15][CH2:16][CH2:17][CH2:18][O:19][CH3:20])=[CH:9][CH:8]=2)[CH2:3]1.[BH4-].[Na+].[ClH:27]>CCO>[NH2:1][C@:2]1([CH2:21][OH:22])[CH2:6][CH2:5][C@@H:4]([C:7]2[CH:12]=[CH:11][C:10]([CH2:13][CH2:14][CH2:15][CH2:16][CH2:17][CH2:18][O:19][CH3:20])=[CH:9][CH:8]=2)[CH2:3]1.[OH2:19].[ClH:27] |f:1.2,6.7|. Reactants: Cl (HCl), N[C@]1(C[C@@H](CC1)C1=CC=C(C=C1)CCCCCCOC)C(=O)OC ((1R,3R)-methyl 1-amino-3-(4-(6-methoxyhexyl)phenyl)cyclopentanecarboxylate), [BH4-].[Na+] (sodium borohydride). Yields the product N[C@]1(C[C@@H](CC1)C1=CC=C(C=C1)CCCCCCOC)CO (((1R,3R)-1-amino-3-(4-(6-methoxyhexyl)phenyl)cyclopentyl)methanol), O.Cl (hydrochloric acid, monohydrate). Solvent: CCO (EtOH), CCO (EtOH). Procedure: A solution of (1R,3R)-methyl 1-amino-3-(4-(6-methoxyhexyl)phenyl)cyclopentanecarboxylate (12.84 g, 38.5 mmol) in EtOH (50 mL) was added dropwise to a solution of sodium borohydride (4.37 g, 115 mmol) in EtOH (50 mL). After about 15 hours 2N HCl was added slowly to the reaction mixture. The mixture was partially concentrated in vacuo and partitioned between EtOAc and water. The organic layer was separated and the solvent was removed in vacuo and the residue was dissolved in warm dioxane (100 mL) ... The reactants are FCC1(CN(CC1)C(=O)OC(C)(C)C)NC(CNC(C1=CC(=CC=C1)C(F)(F)F)=O)=O (tert-butyl 3-(fluoromethyl)-3-[({[3-(trifluoromethyl)benzoyl]amino}acetyl)amino]pyrrolidine-1-carboxylate), O1CCOCC1.Cl (HCl dioxane). Run in C1CCOC1 (THF). Reaction conditions: time 1 hour. Product: Cl.FCC1(CNCC1)NC(CNC(C1=CC(=CC=C1)C(F)(F)F)=O)=O (N-(2-{[3-(fluoromethyl)pyrrolidin-3-yl]amino}-2-oxoethyl)-3-(trifluoromethyl)benzamide HCl salt). As a reaction SMILES: [F:1][CH2:2][C:3]1([NH:15][C:16](=[O:31])[CH2:17][NH:18][C:19](=[O:30])[C:20]2[CH:25]=[CH:24][CH:23]=[C:22]([C:26]([F:29])([F:28])[F:27])[CH:21]=2)[CH2:7][CH2:6][N:5](C(OC(C)(C)C)=O)[CH2:4]1.O1CCOCC1.[ClH:38]>C1COCC1>[ClH:38].[F:1][CH2:2][C:3]1([NH:15][C:16](=[O:31])[CH2:17][NH:18][C:19](=[O:30])[C:20]2[CH:25]=[CH:24][CH:23]=[C:22]([C:26]([F:29])([F:27])[F:28])[CH:21]=2)[CH2:7][CH2:6][NH:5][CH2:4]1 |f:1.2,4.5|. Procedure: To a solution of 578 mg (1.29 mmol) of tert-butyl 3-(fluoromethyl)-3-[({[3-(trifluoromethyl)benzoyl]amino}acetyl)amino]pyrrolidine-1-carboxylate in 5 mL of THF was added 2 mL of 4 N HCl dioxane solution. The reaction mixture was stirred at room temperature for 1 h and evaporated to give the yellow solid, N-(2-{[3-(fluoromethyl)pyrrolidin-3-yl]amino}-2-oxoethyl)-3-(trifluoromethyl)benzamide HCl salt: MS (m/e): 347 (M+1)+.